From a dataset of the Open Reaction Database (ORD), a public repository of structured organic reaction records. describe an organic reaction: reactants, conditions, products, and yield The reactants are NC1=CC(=C(C=C1C)O)C (4-amino-2,5-dimethylphenol), [OH-].[Na+] (NaOH), ClC1=NC=CC(=N1)Cl (2,4-dichloropyrimidine). Run in O (water), CC(=O)C (acetone). Conditions: time 20 hour. Yields the product ClC1=NC=CC(=N1)OC1=CC(=C(C=C1C)N)C (4-(2-chloro-pyrimidin-4-yloxy)-2.5-dimethyl-phenylamine). RXN SMILES: [NH2:1][C:2]1[C:7]([CH3:8])=[CH:6][C:5]([OH:9])=[C:4]([CH3:10])[CH:3]=1.[OH-].[Na+].[Cl:13][C:14]1[N:19]=[C:18](Cl)[CH:17]=[CH:16][N:15]=1>O.CC(C)=O>[Cl:13][C:14]1[N:19]=[C:18]([O:9][C:5]2[C:4]([CH3:10])=[CH:3][C:2]([NH2:1])=[C:7]([CH3:8])[CH:6]=2)[CH:17]=[CH:16][N:15]=1 |f:1.2|. Reported procedure: A solution of 7.55 g (55 mmol) 4-amino-2,5-dimethylphenol and 2.4 g NaOH (2M) in 30 ml water were added dropwise to a solution of 7.45 g (50.0 mmol) of 2,4-dichloropyrimidine in 50 ml of acetone. The reaction mixture was stirred for 20 h at ambient temperature. After concentration in vacuo and addition of 150 ml water the formed precipitate was filtered by suction. Yield 10.6 g (75%) with a purity of 88% log P (pH=2.3)=1.37.